Dataset: the Open Reaction Database (ORD), a public repository of structured organic reaction records. Task: describe an organic reaction: reactants, conditions, products, and yield Reactants: BrC=1C(=C(C=C(C1C)Cl)C(C)N1N=C(C=2C1=NC=NC2N)C)OC (1-[1-(3-bromo-5-chloro-2-methoxy-4-methylphenyl)ethyl]-3-methyl-1H-pyrazolo[3,4-d]pyrimidin-4-amine), potassium (3-tert-butoxy-3-oxopropyl)trifluoroborane, P(=O)([O-])([O-])[O-].[K+].[K+].[K+] (potassium phosphate), C1(=CC=CC=C1)C (toluene), O (water). Reagents/catalysts: C=1C=CC(=CC1)[P](C=2C=CC=CC2)(C=3C=CC=CC3)[Pd]([P](C=4C=CC=CC4)(C=5C=CC=CC5)C=6C=CC=CC6)([P](C=7C=CC=CC7)(C=8C=CC=CC8)C=9C=CC=CC9)[P](C=1C=CC=CC1)(C=1C=CC=CC1)C=1C=CC=CC1 (tetrakis(triphenylphosphine)palladium(0)). Reaction conditions: temperature 110 celsius. The product is NC1=C2C(=NC=N1)N(N=C2C)C(C)C=2C(=C(C(=C(C2)Cl)C)CCC(=O)OC(C)(C)C)OC (tert-Butyl 3-{3-[1-(4-amino-3-methyl-1H-pyrazolo[3,4-d]pyrimidin-1-yl)ethyl]-5-chloro-2-methoxy-6-methylphenyl}propanoate). As a reaction SMILES: Br[C:2]1[C:3]([O:23][CH3:24])=[C:4]([CH:10]([N:12]2[C:16]3=[N:17][CH:18]=[N:19][C:20]([NH2:21])=[C:15]3[C:14]([CH3:22])=[N:13]2)[CH3:11])[CH:5]=[C:6]([Cl:9])[C:7]=1[CH3:8].P([O-])([O-])([O-])=O.[K+].[K+].[K+].[C:33]1([CH3:39])[CH:38]=CC=C[CH:34]=1.[OH2:40]>C1C=CC([P]([Pd]([P](C2C=CC=CC=2)(C2C=CC=CC=2)C2C=CC=CC=2)([P](C2C=CC=CC=2)(C2C=CC=CC=2)C2C=CC=CC=2)[P](C2C=CC=CC=2)(C2C=CC=CC=2)C2C=CC=CC=2)(C2C=CC=CC=2)C2C=CC=CC=2)=CC=1>[NH2:21][C:20]1[N:19]=[CH:18][N:17]=[C:16]2[N:12]([CH:10]([C:4]3[C:3]([O:23][CH3:24])=[C:2]([CH2:7][CH2:2][C:3]([O:23][C:33]([CH3:34])([CH3:38])[CH3:39])=[O:40])[C:7]([CH3:8])=[C:6]([Cl:9])[CH:5]=3)[CH3:11])[N:13]=[C:14]([CH3:22])[C:15]=12 |f:1.2.3.4,^1:44,46,65,84|. Procedure details: To a microwave vial was added 1-[1-(3-bromo-5-chloro-2-methoxy-4-methylphenyl)ethyl]-3-methyl-1H-pyrazolo[3,4-d]pyrimidin-4-amine (Peak 1 from Example 167, step 4 chiral separation, 35 mg, 0.085 mmol), potassium (3-tert-butoxy-3-oxopropyl)trifluoroborane (30.0 mg, 0.13 mmol, from Frontier Scientific, item # P10370), potassium phosphate (54 mg, 0.26 mmol) and tetrakis(triphenylphosphine)palladium(0) (9.8 mg, 0.0085 mmol) and toluene (0.7 mL)/water (0.2 mL). The vial was sealed and degassed with N... Starting materials: FC1=CC=C(C(=C1)C1=C(C=CC(=C1)[N+](=O)[O-])F)C#N (5,2′-Difluoro-5′-nitrobiphenyl-2-carbonitrile), O.O.[Sn](Cl)Cl (tin(II) chloride dihydrate). The solvent is O1CCCC1 (tetrahydrofuran), C(C)O (ethanol). Conditions: time 18 hour. The product is NC=1C=CC(=C(C1)C=1C(=CC=C(C1)F)C#N)F (5′-Amino-5,2′-difluorobiphenyl-2-carbonitrile). RXN SMILES: [F:1][C:2]1[CH:7]=[C:6]([C:8]2[CH:13]=[C:12]([N+:14]([O-])=O)[CH:11]=[CH:10][C:9]=2[F:17])[C:5]([C:18]#[N:19])=[CH:4][CH:3]=1.O.O.[Sn](Cl)Cl>O1CCCC1.C(O)C>[NH2:14][C:12]1[CH:11]=[CH:10][C:9]([F:17])=[C:8]([C:6]2[C:5]([C:18]#[N:19])=[CH:4][CH:3]=[C:2]([F:1])[CH:7]=2)[CH:13]=1 |f:1.2.3|. Reported procedure: 5,2′-Difluoro-5′-nitrobiphenyl-2-carbonitrile (3.25 g, 12.5 mmol) in tetrahydrofuran (20 ml) and ethanol (20 ml) was treated with tin(II) chloride dihydrate (9.86 g, 43.8 mmol) and the mixture left to stir at ambient temperature for 18 h. The solvent was evaporated and the residue stirred with 2 N sodium hydroxide solution (40 ml) for 2 h. The resulting suspension was diluted with water (100 ml) and extracted with dichloromethane (3×200 ml). The combined organics were washed with water (200 ml),... Reactants: CC(=O)O, CC(=O)O, COc1ccc(F)c(-c2ccc(CO[Si](C)(C)C(C)(C)C)cc2CO)c1, CC1(C)CCCC(C)(C)N1O, CCOC(C)=O, ClCCl, Ic1ccccc1. Product: COc1ccc(F)c(-c2ccc(CO[Si](C)(C)C(C)(C)C)cc2C=O)c1. As a reaction SMILES: [C:30]([OH:31])(=[O:32])[CH3:33].[C:34]([OH:35])(=[O:36])[CH3:37].[CH3:1][C:2]([CH3:3])([CH3:4])[Si:5]([O:6][CH2:7][c:8]1[cH:9][c:10]([CH2:23][OH:24])[c:11](-[c:14]2[c:15]([F:22])[cH:16][cH:17][c:18]([O:20][CH3:21])[cH:19]2)[cH:12][cH:13]1)([CH3:25])[CH3:26].[CH3:45][C:46]1([CH3:55])[N:47]([O:48])[C:49]([CH3:50])([CH3:51])[CH2:52][CH2:53][CH2:54]1.[CH3:56][CH2:57][O:58][C:59]([CH3:60])=[O:61].[Cl:27][CH2:28][Cl:29].[I:38][c:39]1[cH:40][cH:41][cH:42][cH:43][cH:44]1>>[CH3:1][C:2]([CH3:3])([CH3:4])[Si:5]([O:6][CH2:7][c:8]1[cH:9][c:10]([CH:23]=[O:24])[c:11](-[c:14]2[c:15]([F:22])[cH:16][cH:17][c:18]([O:20][CH3:21])[cH:19]2)[cH:12][cH:13]1)([CH3:25])[CH3:26]. The reactants are C(C1=CC=CC=C1)OC=1C=CC(=C(C(=O)OC)C1)O (methyl 5-benzyloxy-2-hydroxybenzoate), N[C@H](CO)CC1=CC=CC=C1 (2-(S)-amino-3-phenyl-1-propanol). Run in CN(C=O)C (dimethyl formamide), C(C)(=O)OCC (ethyl acetate), CCCCCC (hexane). Reaction conditions: time 72 hour. Product: OC[C@H](CC1=CC=CC=C1)NC(C1=C(C=CC(=C1)OCC1=CC=CC=C1)O)=O (N-{(S)-1-hydroxy-3-phenyl-2-propyl}-5-benzyloxy-2-hydroxybenzamide). Yield: 50.0%. RXN SMILES: [CH2:1]([O:8][C:9]1[CH:10]=[CH:11][C:12]([OH:19])=[C:13]([CH:18]=1)[C:14]([O:16]C)=O)[C:2]1[CH:7]=[CH:6][CH:5]=[CH:4][CH:3]=1.[NH2:20][C@@H:21]([CH2:24][C:25]1[CH:30]=[CH:29][CH:28]=[CH:27][CH:26]=1)[CH2:22][OH:23]>CN(C)C=O.C(OCC)(=O)C.CCCCCC>[OH:23][CH2:22][C@@H:21]([NH:20][C:14](=[O:16])[C:13]1[CH:18]=[C:9]([O:8][CH2:1][C:2]2[CH:3]=[CH:4][CH:5]=[CH:6][CH:7]=2)[CH:10]=[CH:11][C:12]=1[OH:19])[CH2:24][C:25]1[CH:26]=[CH:27][CH:28]=[CH:29][CH:30]=1. Procedure: In a flask equipped with a reflux condenser and a magnetic stirring bar are dissolved the methyl 5-benzyloxy-2-hydroxybenzoate and one equivalent of 2-(S)-amino-3-phenyl-1-propanol in dry dimethyl formamide. The flask is immersed in an oil bath at 75° C. and left to stir for 72 hours. The solvent is evaporated and the residue is isolated-through the use of a silica gel column using a mixture of ethyl acetate and hexane as eluent. In this fashion is obtained in 50% yield, N-{(S)-1-hydroxy-3-pheny... The reactants are O (water), ClC1=NC(=CC=C1)C (2-Chloro-6-methylpyridine), C([O-])([O-])=O.[K+].[K+] (potassium carbonate), C(C1=CC=CC=C1)S (benzylmercaptan). Run in CS(=O)C (dimethyl sulfoxide). Yields the product C(C1=CC=CC=C1)SC1=NC(=CC=C1)C (2-(benzylthio)-6-methylpyridine). Yield: 87.0%. RXN SMILES: Cl[C:2]1[CH:7]=[CH:6][CH:5]=[C:4]([CH3:8])[N:3]=1.C(=O)([O-])[O-].[K+].[K+].[CH2:15]([SH:22])[C:16]1[CH:21]=[CH:20][CH:19]=[CH:18][CH:17]=1.O>CS(C)=O>[CH2:15]([S:22][C:2]1[CH:7]=[CH:6][CH:5]=[C:4]([CH3:8])[N:3]=1)[C:16]1[CH:21]=[CH:20][CH:19]=[CH:18][CH:17]=1 |f:1.2.3|. Reported procedure: 2-Chloro-6-methylpyridine (1.30 g), potassium carbonate (2.12 g) and benzylmercaptan (1.8 mL) were stirred in dimethyl sulfoxide (10 mL) at 150° C. for 3 hr. The reaction mixture was cooled to room temperature, water was added, and the mixture was extracted with ethyl acetate. The extract was washed with saturated aqueous sodium hydrogen carbonate solution, water and saturated brine, dried over anhydrous sodium sulfate, and concentrated under reduced pressure. The residue was purified by silica ... The reactants are CC(C)(C)c1cc(C(=O)O)c(N)s1, C1CCOC1, O=C=Nc1cccc(Cl)c1Cl. The product is CC(C)(C)c1cc(C(=O)O)c(NC(=O)Nc2cccc(Cl)c2Cl)s1. Reaction SMILES: [C:1]([CH3:2])([CH3:3])([CH3:4])[c:5]1[cH:6][c:7]([C:11](=[O:12])[OH:13])[c:8]([NH2:10])[s:9]1.[CH2:25]1[O:26][CH2:27][CH2:28][CH2:29]1.[Cl:14][c:15]1[c:16]([N:22]=[C:23]=[O:24])[cH:17][cH:18][cH:19][c:20]1[Cl:21]>>[C:1]([CH3:2])([CH3:3])([CH3:4])[c:5]1[cH:6][c:7]([C:11](=[O:12])[OH:13])[c:8]([NH:10][C:23]([NH:22][c:16]2[c:15]([Cl:14])[c:20]([Cl:21])[cH:19][cH:18][cH:17]2)=[O:24])[s:9]1.